From a dataset of the Open Reaction Database (ORD), a public repository of structured organic reaction records. describe an organic reaction: reactants, conditions, products, and yield The reactants are CCCCC(CC)CO, NC(N)=O, [Na+], [Na+], O=S(=O)([O-])[O-], O, O=[N+]([O-])O, O=S(=O)(O)O. Yields the product CCCCC(CC)CO[N+](=O)[O-]. As a reaction SMILES: [CH2:14]([CH3:15])[CH:16]([CH2:17][OH:18])[CH2:19][CH2:20][CH2:21][CH3:22].[NH2:10][C:11](=[O:12])[NH2:13].[Na+:23].[Na+:24].[O-:25][S:26](=[O:27])(=[O:28])[O-:29].[OH2:30].[OH:1][N+:2]([O-:3])=[O:4].[S:5](=[O:6])(=[O:7])([OH:8])[OH:9]>>[O:1]([N+:2]([O-:3])=[O:4])[CH2:17][CH:16]([CH2:14][CH3:15])[CH2:19][CH2:20][CH2:21][CH3:22].